Task: describe an organic reaction: reactants, conditions, products, and yield. Dataset: the Open Reaction Database (ORD), a public repository of structured organic reaction records The reactants are CC(C(=O)NCc1cc(F)cc(F)c1)C(=O)NC(Cc1c[nH]c2ccccc12)C(=O)N1CCc2ccccc2C1, O=C(O)CC(=O)NCc1cc(F)cc(F)c1. Yields the product O=C(CC(=O)NC(Cc1c[nH]c2ccccc12)C(=O)N1CCc2ccccc2C1)NCc1cc(F)cc(F)c1. As a reaction SMILES: [F:1][c:2]1[cH:3][c:4]([CH2:5][NH:6][C:7]([CH:8]([C:9](=[O:10])[NH:11][CH:12]([C:13](=[O:14])[N:15]2[CH2:16][c:17]3[cH:18][cH:19][cH:20][cH:21][c:22]3[CH2:23][CH2:24]2)[CH2:25][c:26]2[cH:27][nH:28][c:29]3[cH:30][cH:31][cH:32][cH:33][c:34]23)[CH3:35])=[O:36])[cH:37][c:38]([F:40])[cH:39]1.[F:41][c:42]1[cH:43][c:44]([CH2:49][NH:50][C:51](=[O:52])[CH2:53][C:54]([OH:55])=[O:56])[cH:45][c:46]([F:47])[cH:48]1>>[F:1][c:2]1[cH:3][c:4]([CH2:5][NH:6][C:7]([CH2:8][C:9](=[O:10])[NH:11][CH:12]([C:13](=[O:14])[N:15]2[CH2:16][c:17]3[cH:18][cH:19][cH:20][cH:21][c:22]3[CH2:23][CH2:24]2)[CH2:25][c:26]2[cH:27][nH:28][c:29]3[cH:30][cH:31][cH:32][cH:33][c:34]23)=[O:36])[cH:37][c:38]([F:40])[cH:39]1. The product is C1(=CC=C(C=C1)C=O)C1=CC=CC=C1 (4-biphenyl aldehyde). Reactants: C(=C)C=1C(=C2C(C(=C(OC2=CC1)C1=CC=CC=C1)O)=O)C1=CC=CC=C1 (vinyl phenyl hydroxyflavone), 4-styrene trimethyltin, BrC1=CC=C(C=O)C=C1 (4-bromobenzaldehyde). Reaction SMILES: C([C:3]1[C:4]([C:21]2[CH:26]=[CH:25][CH:24]=[CH:23][CH:22]=2)=[C:5]2[C:10](=[CH:11][CH:12]=1)OC(C1C=CC=CC=1)=C(O)C2=O)=C.BrC1C=CC([CH:32]=[O:33])=CC=1>>[C:21]1([C:4]2[CH:3]=[CH:12][CH:11]=[CH:10][CH:5]=2)[CH:22]=[CH:23][C:24]([CH:32]=[O:33])=[CH:25][CH:26]=1. Reported procedure: Alternatively, a vinyl phenyl hydroxyflavone may be prepared by synthesizing 4-styrene trimethyltin and combining it with 4-bromobenzaldehyde to produce 4'-vinyl, 4-biphenyl aldehyde. This intermediate compound is then reacted with 2-hydroxyacetophenone to produce the vinyl phenyl hydroxyflavone. This reaction scheme proceeds as follows: ##STR10## Starting materials: C(C=C)OC(=O)O[C@H](C)[C@@H]1[C@@H]2N(C(=C([C@@H]2C)CO)C(=O)OCC=C)C1=O (allyl (1S,5R,6S)-6-[(1R)-1-allyloxycarbonyloxyethyl]-2-hydroxymethyl-1-methyl-1-carbapen-2-em-3-carboxylate), OCC1=CN2C(S1)=CN=C2 (2-hydroxymethylimidazo[5,1-b]thiazole). Product: O[C@H](C)[C@@H]1[C@@H]2N(C(=C([C@@H]2C)CN2C=[N+]3C(SC(=C3)CO)=C2)C(=O)[O-])C1=O ((1S,5R,6S)-6-[(1R)-1-hydroxyethyl]-2-(2-hydroxymethylimidazo[5,1-b]thiazolium-6-yl)methyl-1-methyl-1-carbapen-2-em-3-carboxylate). Yield: 3.1%. Reaction SMILES: C(OC([O:7][C@@H:8]([C@H:10]1[C:25](=[O:26])[N:12]2[C:13]([C:19]([O:21]CC=C)=[O:20])=[C:14]([CH2:17]O)[C@H:15]([CH3:16])[C@H:11]12)[CH3:9])=O)C=C.[OH:27][CH2:28][C:29]1[S:33][C:32]2=[CH:34][N:35]=[CH:36][N:31]2[CH:30]=1>>[OH:7][C@@H:8]([C@H:10]1[C:25](=[O:26])[N:12]2[C:13]([C:19]([O-:21])=[O:20])=[C:14]([CH2:17][N:35]3[CH:34]=[C:32]4[S:33][C:29]([CH2:28][OH:27])=[CH:30][N+:31]4=[CH:36]3)[C@H:15]([CH3:16])[C@H:11]12)[CH3:9]. Reported procedure: The same procedure as in Example 1 was repeated except that 103 mg of allyl (1S,5R,6S)-6-[(1R)-1-allyloxycarbonyloxyethyl]-2-hydroxymethyl-1-methyl-1-carbapen-2-em-3-carboxylate and 87 mg of 2-hydroxymethylimidazo[5,1-b]thiazole were used, thereby obtaining 3.3 mg of the title compound. Starting materials: C(C=1C(N)=CC=CC1)#N (Anthranilonitrile), C(C)OC=C(C(=O)OCC)C(=O)OCC (diethyl ethoxymethylenemalonate). Run in hexanes. Run at temperature 60 celsius. Product: C(#N)C=1C=CC=C2C(=C(C=NC12)C(=O)OCC)O (ethyl 8-cyano-4-hydroxyquinoline-3-carboxylate). Reaction SMILES: [C:1](#[N:9])[C:2]1[C:3](=[CH:5][CH:6]=[CH:7][CH:8]=1)[NH2:4].C([O:12][CH:13]=[C:14]([C:20](OCC)=O)[C:15]([O:17][CH2:18][CH3:19])=[O:16])C>>[C:1]([C:2]1[CH:8]=[CH:7][CH:6]=[C:5]2[C:3]=1[N:4]=[CH:20][C:14]([C:15]([O:17][CH2:18][CH3:19])=[O:16])=[C:13]2[OH:12])#[N:9]. Reported procedure: Anthranilonitrile (8.23 g) and diethyl ethoxymethylenemalonate (14 mL) are heated at 130° C. for 1 hour. The reaction is cooled to 60° C., poured into 50 mL hexanes, and the resulting enamine intermediate filtered and dried. The enamine is added to 60 mL diphenyl ether and heated to 250° C. for 1 hour with removal of ethanol by a Dean-Stark trap. The reaction is cooled to room temperature and the orange-brown solid filtered, washed thoroughly with hexanes, and dried to give ethyl 8-cyano-4-hydro...